This data is from the Open Reaction Database (ORD), a public repository of structured organic reaction records. The task is: describe an organic reaction: reactants, conditions, products, and yield The reactants are OC(=O)C(F)(F)F.FC(CNC=1N=C2C(=NC1N1CCC(CC1)OC1=C(C=C(C=C1)F)F)CNC(C2)C)F (N-(2,2-difluoroethyl)-3-(4-(2,4-difluorophenoxyl)piperidin-1-yl)-7-methyl-5,6,7,8-tetrahydropyrido[3,4-b]pyrazin-2-amine TFA salt), CN(C(=O)Cl)C (dimethylcarbamic chloride), CCN(C(C)C)C(C)C (DIPEA). Run in C(Cl)Cl (DCM), CN(C)C=O (DMF). Product: FC(CNC=1N=C2C(=NC1N1CCC(CC1)OC1=C(C=C(C=C1)F)F)CN(C(C2)C)C(=O)N(C)C)F (2-(2,2-difluoroethylamino)-3-(4-(2,4-difluorophenoxyl)piperidin-1-yl)-N,N,7-trimethyl-7,8-dihydropyrido[3,4-b]pyrazine-6(5H)-carboxamide), C(=O)(C(F)(F)F)O (TFA). Yield: 324.8%. As a reaction SMILES: [OH:1][C:2]([C:4]([F:7])([F:6])[F:5])=[O:3].[F:8][CH:9]([F:38])[CH2:10][NH:11][C:12]1[N:13]=[C:14]2[CH2:36][CH:35]([CH3:37])[NH:34][CH2:33][C:15]2=[N:16][C:17]=1[N:18]1[CH2:23][CH2:22][CH:21]([O:24][C:25]2[CH:30]=[CH:29][C:28]([F:31])=[CH:27][C:26]=2[F:32])[CH2:20][CH2:19]1.[CH3:39][N:40]([CH3:44])[C:41](Cl)=[O:42].CCN(C(C)C)C(C)C>C(Cl)Cl.CN(C=O)C>[F:38][CH:9]([F:8])[CH2:10][NH:11][C:12]1[N:13]=[C:14]2[CH2:36][CH:35]([CH3:37])[N:34]([C:41]([N:40]([CH3:44])[CH3:39])=[O:42])[CH2:33][C:15]2=[N:16][C:17]=1[N:18]1[CH2:19][CH2:20][CH:21]([O:24][C:25]2[CH:30]=[CH:29][C:28]([F:31])=[CH:27][C:26]=2[F:32])[CH2:22][CH2:23]1.[C:2]([OH:3])([C:4]([F:7])([F:6])[F:5])=[O:1] |f:0.1|. Procedure: A solution of N-(2,2-difluoroethyl)-3-(4-(2,4-difluorophenoxyl)piperidin-1-yl)-7-methyl-5,6,7,8-tetrahydropyrido[3,4-b]pyrazin-2-amine TFA salt (15 mg, 0.027 mmol), dimethylcarbamic chloride (5.8 mg, 0.054 mmol), and DIPEA (14.2 μL, 0.081 mmol) in DCM (136 μL) was stirred at room temperature overnight. The crude reaction mixture was diluted in DMF, filtered through a hydrophilic PTFE 0.45 nm filter (Millipore® Millex-LCR), and purified via HPLC Method A to give the title compound as a TFA salt (... Starting materials: solution, C(CCC)[Li] (n-butyl lithium), COC1=C(C=O)C=CC(=C1OC)OC (2,3,4-trimethoxybenz aldehyde), COC(C1=C(C=C(C(=C1)OC)OC)Br)OC (2-bromo-4,5-dimethoxybenzaldehyde dimethyl acetal), O (water). The solvent is CCCCCC (hexane), O1CCCC1 (tetrahydrofuran), O1CCCC1 (tetrahydrofuran), C(C)(=O)OCC (ethyl acetate). Run at time 1 hour. The product is COC1=CC=C(C(=O)O)C(=C1OC)C(C1=C(C(=C(C=C1)OC)OC)OC)=O (4,5-dimethoxy-6-(2,3,4-trimethoxybenzoyl)benzoic acid). Isolated yield 40.4%. Reaction SMILES: C[O:2][CH:3]([O:15]C)[C:4]1[CH:9]=[C:8]([O:10][CH3:11])[C:7]([O:12][CH3:13])=[CH:6][C:5]=1Br.C([Li])CCC.[CH3:22][O:23][C:24]1[C:31]([O:32][CH3:33])=[C:30]([O:34][CH3:35])[CH:29]=[CH:28][C:25]=1[CH:26]=[O:27].O>O1CCCC1.CCCCCC.C(OCC)(=O)C>[CH3:13][O:12][C:7]1[C:8]([O:10][CH3:11])=[C:9]([C:26](=[O:27])[C:25]2[CH:28]=[CH:29][C:30]([O:34][CH3:35])=[C:31]([O:32][CH3:33])[C:24]=2[O:23][CH3:22])[C:4]([C:3]([OH:2])=[O:15])=[CH:5][CH:6]=1. Procedure: A solution of 2-bromo-4,5-dimethoxybenzaldehyde dimethyl acetal (14.8 g) in tetrahydrofuran (50 ml) is cooled to −70° C., and thereto is added dropwise a 1.6 M solution of n-butyl lithium in hexane (33.4 ml) under nitrogen atmosphere over a period of 20 minutes. The mixture is reacted at −60T for 30 minutes, and thereto is added dropwise a solution of 2,3,4-trimethoxybenz aldehyde (10.0 g) in tetrahydrofuran (30 ml) over a period of 10 minutes. After reaction for one hour, to the mixture are add... The reactants are C(C)(=O)NC=1C=C(C=CC1)C=1N(N=NC1S)C (4-(3-acetylaminophenyl)-3-methyl-5-mercaptotriazole). Run in Cl (hydrochloric acid). Run at time 3 hour. Yields the product NC=1C=C(C=CC1)C=1N(N=NC1S)C (4-(3-aminophenyl)-3-methyl-5-mercaptotriazole). Reaction SMILES: C([NH:4][C:5]1[CH:6]=[C:7]([C:11]2[N:12]([CH3:17])[N:13]=[N:14][C:15]=2[SH:16])[CH:8]=[CH:9][CH:10]=1)(=O)C>Cl>[NH2:4][C:5]1[CH:6]=[C:7]([C:11]2[N:12]([CH3:17])[N:13]=[N:14][C:15]=2[SH:16])[CH:8]=[CH:9][CH:10]=1. Procedure details: 150 ml of 12N hydrochloric acid was added to 10 g of 4-(3-acetylaminophenyl)-3-methyl-5-mercaptotriazole (4) thus obtained. The system was then heated under reflux. After 3 hours, the system was cooled. Water was then distilled off by a rotary evaporator to obtain crystals of crude 4-(3-aminophenyl)-3-methyl-5-mercaptotriazole (5). 100 ml of acetonitrile was added to this crystal. 12 g of pyridine was then added to the system. The system was stirred. 7.5 g of phenyl chlorocarbonate was added dro... Reactants: FC(C1=CC(=NC=2N1N=CC2C#C)C2=CC=C(C=C2)C(F)(F)F)F (7-difluoromethyl-3-ethynyl-5-(4-trifluoromethyl-phenyl)-pyrazolo[1,5-a]pyrimidine), BrC1=CC=C(C=C1)S(=O)(=O)NCCN(C)C (4-Bromo-N-(2-dimethylamino-ethyl)-benzenesulfonamide). Isolated yield 45.0%. Yields the product FC(C1=CC(=NC=2N1N=CC2C#CC2=CC=C(C=C2)S(=O)(=O)NCCN(C)C)C2=CC=C(C=C2)C(F)(F)F)F (4-[7-Difluoromethyl-5-(4-trifluoromethyl-phenyl)-pyrazolo[1,5-a]pyrimidin-3-ylethynyl]-N-(2-dimethylamino-ethyl)-benzenesulfonamide), solid. Reported procedure: The title compound was prepared from 7-difluoromethyl-3-ethynyl-5-(4-trifluoromethyl-phenyl)-pyrazolo[1,5-a]pyrimidine (example C.2) (340 mg, 1.0 mmol) and 4-bromo-N-(2-dimethylamino-ethyl)-benzenesulfonamide (example B.30) (276 mg, 1.0 mmol) according to general procedure II. Obtained as a yellow solid (260 mg, 45%). MS (ISP) 564.3 [(M+H)+]; mp 157-159° C. Reaction SMILES: [F:1][CH:2]([F:24])[C:3]1[N:8]2[N:9]=[CH:10][C:11]([C:12]#[CH:13])=[C:7]2[N:6]=[C:5]([C:14]2[CH:19]=[CH:18][C:17]([C:20]([F:23])([F:22])[F:21])=[CH:16][CH:15]=2)[CH:4]=1.Br[C:26]1[CH:31]=[CH:30][C:29]([S:32]([NH:35][CH2:36][CH2:37][N:38]([CH3:40])[CH3:39])(=[O:34])=[O:33])=[CH:28][CH:27]=1>>[F:24][CH:2]([F:1])[C:3]1[N:8]2[N:9]=[CH:10][C:11]([C:12]#[C:13][C:26]3[CH:31]=[CH:30][C:29]([S:32]([NH:35][CH2:36][CH2:37][N:38]([CH3:40])[CH3:39])(=[O:34])=[O:33])=[CH:28][CH:27]=3)=[C:7]2[N:6]=[C:5]([C:14]2[CH:19]=[CH:18][C:17]([C:20]([F:23])([F:22])[F:21])=[CH:16][CH:15]=2)[CH:4]=1. The reactants are CN1C(=NC=2C1=NC=CC2)S(=O)(=O)C (3-Methyl-2-(methylsulfonyl)-3H-imidazo[4,5-b]pyridine), C(C)N1C(N(C2=NC=C(C=C21)C#N)C2=CC=C(C=C2)O)=O (1-ethyl-3-(4-hydroxyphenyl)-2-oxo-2,3-dihydro-1H-imidazo[4,5-b]pyridine-6-carbonitrile), [H-].[Na+] (NaH). The solvent is CN(C)C=O (DMF), CO (MeOH). Reaction conditions: temperature 180 celsius. Yields the product C(C)N1C(N(C2=NC=C(C=C21)C#N)C2=CC=C(C=C2)OC2=NC=1C(=NC=CC1)N2C)=O (1-ethyl-3-{4-[(3-methyl-3H-imidazo[4,5-b]pyridin-2-yl)oxy]phenyl}-2-oxo-2,3-dihydro-1H-imidazo[4,5-b]pyridine-6-carbonitrile). RXN SMILES: [CH3:1][N:2]1[C:6]2=[N:7][CH:8]=[CH:9][CH:10]=[C:5]2[N:4]=[C:3]1S(C)(=O)=O.[CH2:15]([N:17]1[C:25]2[C:20](=[N:21][CH:22]=[C:23]([C:26]#[N:27])[CH:24]=2)[N:19]([C:28]2[CH:33]=[CH:32][C:31]([OH:34])=[CH:30][CH:29]=2)[C:18]1=[O:35])[CH3:16].[H-].[Na+]>CN(C=O)C.CO>[CH2:15]([N:17]1[C:25]2[C:20](=[N:21][CH:22]=[C:23]([C:26]#[N:27])[CH:24]=2)[N:19]([C:28]2[CH:33]=[CH:32][C:31]([O:34][C:3]3[N:2]([CH3:1])[C:6]4=[N:7][CH:8]=[CH:9][CH:10]=[C:5]4[N:4]=3)=[CH:30][CH:29]=2)[C:18]1=[O:35])[CH3:16] |f:2.3|. Procedure: 3-Methyl-2-(methylsulfonyl)-3H-imidazo[4,5-b]pyridine (45 mg) was added to a solution of 1-ethyl-3-(4-hydroxyphenyl)-2-oxo-2,3-dihydro-1H-imidazo[4,5-b]pyridine-6-carbonitrile (61.5 s15 mg) and NaH (9.0 mg) in DMF (1 mL) at room temperature. The mixture was heated at 180° C. for 30 min under microwave irradiation. The reaction mixture was diluted with MeOH and concentrated under reduced pressure. The residue was purified by column chromatography (NH silica gel, eluted with 0%-50% EtOAc in hexane... Starting materials: C1(CCC1)[C@H](C(=O)C1=CC=CC=C1)C ((R)-Cyclobutylpropiophenone), C(C)(=O)OCC (ethyl acetate), CCC([BH-](C(CC)C)C(CC)C)C.[Li+] (L-selectride), C([O-])(O)=O.[Na+] (sodium bicarbonate). The solvent is C1CCOC1 (THF), C1CCOC1 (THF), C1CCOC1 (THF). Conditions: time 1 hour. Product: C1(=CC=CC=C1)[C@@H]([C@H](C)C1CCC1)O ((R)-1-phenyl-(R)-2-cyclobutyl propanol). Isolated yield 58.4%. As a reaction SMILES: CCC(C)[BH-](C(C)CC)C(C)CC.[Li+].[CH:15]1([C@@H:19]([CH3:28])[C:20]([C:22]2[CH:27]=[CH:26][CH:25]=[CH:24][CH:23]=2)=[O:21])[CH2:18][CH2:17][CH2:16]1.C(=O)(O)[O-].[Na+].C(OCC)(=O)C>C1COCC1>[C:22]1([C@H:20]([OH:21])[C@@H:19]([CH:15]2[CH2:18][CH2:17][CH2:16]2)[CH3:28])[CH:27]=[CH:26][CH:25]=[CH:24][CH:23]=1 |f:0.1,3.4|. Procedure details: A dry flask was charged with 25 mL THF and a solution of L-selectride® (12.6 mL, 1M in THF, 12.6 mmol) was added. The solution was cooled to −78 C and a solution of (R)-Cyclobutylpropiophenone (2.38 grams, 12.6 mmol) in 5 mL THF was added. After stirring at −78 C for 1 h the was warmed to room temperature gradually overnight. Sat'd sodium bicarbonate was added and the mixture was extrated with ethyl acetate. The organic portion was washed with water and sat'd NaCl. The solvent was removed and th... Reactants: CC1(C(NC2=CC=CC=C12)=O)SC (3-methyl-3-methylthioindol-2(3H)-one), ClCCOC1OCCCC1 (2-(2-chloroethoxy)tetrahydro-2H-pyran), CC1(C(N(C2=CC=CC=C12)CCO)=O)C (3,3-dimethyl-1-(2-hydroxy-1-ethyl)-1,3-dihydro-2H-indol-2-one). The product is OCCN1C(C(C2=CC=CC=C12)(SC)C)=O (1-(2-Hydroxy-1-ethyl)-3-methyl-3-methylthio-1,3-dihydro-2H-indol-2-one). Reaction SMILES: [CH3:1][C:2]1([S:12][CH3:13])[C:10]2[C:5](=[CH:6][CH:7]=[CH:8][CH:9]=2)[NH:4][C:3]1=[O:11].Cl[CH2:15][CH2:16][O:17]C1CCCCO1.CC1(C)C2C(=CC=CC=2)N(CCO)C1=O>>[OH:17][CH2:16][CH2:15][N:4]1[C:5]2[C:10](=[CH:9][CH:8]=[CH:7][CH:6]=2)[C:2]([CH3:1])([S:12][CH3:13])[C:3]1=[O:11]. Procedure: Prepared from 3-methyl-3-methylthioindol-2(3H)-one and 2-(2-chloroethoxy)tetrahydro-2H-pyran as described for 3,3-dimethyl-1-(2-hydroxy-1-ethyl)-1,3-dihydro-2H-indol-2-one. Starting materials: COc1ccc(-c2sc(-c3ccc4c(c3)NCCC4)nc2C(=O)O)cc1, CCOC(C)=O, CN(C)C=O, O, O=C(Nc1nc2ccccc2s1)n1ccnc1. As a reaction SMILES: [CH3:1][O:2][c:3]1[cH:4][cH:5][c:6](-[c:9]2[c:10]([C:24](=[O:25])[OH:26])[n:11][c:12](-[c:14]3[cH:15][cH:16][c:17]4[c:22]([cH:23]3)[NH:21][CH2:20][CH2:19][CH2:18]4)[s:13]2)[cH:7][cH:8]1.[CH3:49][CH2:50][O:51][C:52]([CH3:53])=[O:54].[O:44]=[CH:45][N:46]([CH3:47])[CH3:48].[OH2:55].[s:27]1[c:28]([NH:36][C:37](=[O:38])[n:39]2[cH:40][cH:41][n:42][cH:43]2)[n:29][c:30]2[c:31]1[cH:32][cH:33][cH:34][cH:35]2>>[CH3:1][O:2][c:3]1[cH:4][cH:5][c:6](-[c:9]2[c:10]([C:24](=[O:25])[OH:26])[n:11][c:12](-[c:14]3[cH:15][cH:16][c:17]4[c:22]([cH:23]3)[N:21]([C:37]([NH:36][c:28]3[s:27][c:31]5[c:30]([n:29]3)[cH:35][cH:34][cH:33][cH:32]5)=[O:38])[CH2:20][CH2:19][CH2:18]4)[s:13]2)[cH:7][cH:8]1. Yields the product COc1ccc(-c2sc(-c3ccc4c(c3)N(C(=O)Nc3nc5ccccc5s3)CCC4)nc2C(=O)O)cc1. Reactants: FC1=C(C=CC=C1)CCO (2-(2-fluorophenyl)-ethanol), C(C)(=O)OC=C (vinyl acetate), C([O-])([O-])=O.[Na+].[Na+] (sodium carbonate). Reagents/catalysts: C1/C=C\CC/C=C\C1.C1/C=C\CC/C=C\C1.[Cl-].[Cl-].[Ir].[Ir] (chloro(1,5-cyclooctadiene)iridium(I) dimer). Run in C1(=CC=CC=C1)C (toluene). Run at temperature 95 celsius. Yields the product FC1=C(C=CC=C1)CCOC=C (1-Fluoro-2-(2-vinyloxyethyl)-benzene). Yield: 72.2%. RXN SMILES: [F:1][C:2]1[CH:7]=[CH:6][CH:5]=[CH:4][C:3]=1[CH2:8][CH2:9][OH:10].[C:11](OC=C)(=O)[CH3:12].C(=O)([O-])[O-].[Na+].[Na+]>C1CC=CCCC=C1.C1CC=CCCC=C1.[Cl-].[Cl-].[Ir].[Ir].C1(C)C=CC=CC=1>[F:1][C:2]1[CH:7]=[CH:6][CH:5]=[CH:4][C:3]=1[CH2:8][CH2:9][O:10][CH:11]=[CH2:12] |f:2.3.4,5.6.7.8.9.10|. Procedure details: Combine 2-(2-fluorophenyl)-ethanol (3.08 g, 22.0 mmol), vinyl acetate (4 mL, 43.3 mmol), anhydrous toluene (22 mL), chloro(1,5-cyclooctadiene)iridium(I) dimer (155 mg, 0.231 mmol), and anhydrous sodium carbonate (1.5 g, 14.2 mmol) in a dry round-bottom flask fitted with a reflux condensor under a nitrogen atmosphere. Heat the resulting mixture to 95° C. for 5 hours. Cool the reaction mixture to room temperature. Vacuum filter the resultant slurry to remove inorganic precipitates, washing the col... Reactants: [Br-], COCNC(=O)COCC(NC(=O)OC(C)(C)C)C(C)OCc1ccccc1, [Cl-], [Mg+]c1ccc(Cl)cc1, [NH4+], C1CCOC1. The product is CC(OCc1ccccc1)C(COCC(=O)c1ccc(Cl)cc1)NC(=O)OC(C)(C)C. Reaction SMILES: [Br-:29].[C:1]([CH3:2])([CH3:3])([CH3:4])[O:5][C:6]([NH:7][CH:8]([CH:9]([CH3:10])[O:11][CH2:12][c:13]1[cH:14][cH:15][cH:16][cH:17][cH:18]1)[CH2:19][O:20][CH2:21][C:22]([NH:23][CH2:24][O:25][CH3:26])=[O:27])=[O:28].[Cl-:43].[Cl:30][c:31]1[cH:32][cH:33][c:34]([Mg+:37])[cH:35][cH:36]1.[NH4+:44].[O:38]1[CH2:39][CH2:40][CH2:41][CH2:42]1>>[C:1]([CH3:2])([CH3:3])([CH3:4])[O:5][C:6]([NH:7][CH:8]([CH:9]([CH3:10])[O:11][CH2:12][c:13]1[cH:14][cH:15][cH:16][cH:17][cH:18]1)[CH2:19][O:20][CH2:21][C:22](=[O:27])[c:34]1[cH:33][cH:32][c:31]([Cl:30])[cH:36][cH:35]1)=[O:28].